From a dataset of the Open Reaction Database (ORD), a public repository of structured organic reaction records. describe an organic reaction: reactants, conditions, products, and yield Starting materials: CN(C)c1ccncc1, COc1cc2nccc(Cl)c2cc1OC, Clc1ccccc1Cl, O, O=C1c2ccccc2-c2ccc(O)cc21. The product is COc1cc2nccc(Oc3ccc4c(c3)C(=O)c3ccccc3-4)c2cc1OC. RXN SMILES: [CH3:32][N:33]([CH3:34])[c:35]1[cH:36][cH:37][n:38][cH:39][cH:40]1.[Cl:1][c:2]1[cH:3][cH:4][n:5][c:6]2[cH:7][c:8]([O:14][CH3:15])[c:9]([O:12][CH3:13])[cH:10][c:11]12.[Cl:41][c:42]1[cH:43][cH:44][cH:45][cH:46][c:47]1[Cl:48].[OH2:31].[OH:16][c:17]1[cH:18][c:19]2[c:27]([cH:28][cH:29]1)-[c:26]1[c:21]([cH:22][cH:23][cH:24][cH:25]1)[C:20]2=[O:30]>>[c:2]1([O:16][c:17]2[cH:18][c:19]3[c:27]([cH:28][cH:29]2)-[c:26]2[c:21]([cH:22][cH:23][cH:24][cH:25]2)[C:20]3=[O:30])[cH:3][cH:4][n:5][c:6]2[cH:7][c:8]([O:14][CH3:15])[c:9]([O:12][CH3:13])[cH:10][c:11]12. The reactants are C(C1=CC=CC=C1)OC1=NC(=CC(=C1CN1C(C2=C(C(=CC(=C2CC1)Cl)C1=C(N=NN1C)C)Cl)=O)C)C ({[2-(benzyloxy)-4,6-dimethylpyridin-3-yl]methyl}-5,8-dichloro-7-(1,4-dimethyl-1H-1,2,3-triazol-5-yl)-3,4-dihydroisoquinolin-1(2H)-one), ClCCl.CO (dichloromethane methanol). Run in FC(C(=O)O)(F)F (trifluoroacetic acid). Run at temperature 45 celsius, time 3 hour. The product is ClC1=C2CCN(C(C2=C(C(=C1)C1=C(N=NN1C)C)Cl)=O)CC=1C(NC(=CC1C)C)=O (5,8-dichloro-2-[(4,6-dimethyl-2-oxo-1,2-dihydropyridin-3-yl)methyl]-7-(1,4-dimethyl-1H-1,2,3-triazol-5-yl)-3,4-dihydroisoquinolin-1(2H)-one). The yield is 54.8%. RXN SMILES: C([O:8][C:9]1[C:14]([CH2:15][N:16]2[CH2:25][CH2:24][C:23]3[C:18](=[C:19]([Cl:34])[C:20]([C:27]4[N:31]([CH3:32])[N:30]=[N:29][C:28]=4[CH3:33])=[CH:21][C:22]=3[Cl:26])[C:17]2=[O:35])=[C:13]([CH3:36])[CH:12]=[C:11]([CH3:37])[N:10]=1)C1C=CC=CC=1.ClCCl.CO>FC(F)(F)C(O)=O>[Cl:26][C:22]1[CH:21]=[C:20]([C:27]2[N:31]([CH3:32])[N:30]=[N:29][C:28]=2[CH3:33])[C:19]([Cl:34])=[C:18]2[C:23]=1[CH2:24][CH2:25][N:16]([CH2:15][C:14]1[C:9](=[O:8])[NH:10][C:11]([CH3:37])=[CH:12][C:13]=1[CH3:36])[C:17]2=[O:35] |f:1.2|. Procedure: A solution of 229a (1.1 g, 2.1 mmol) was dissolved in trifluoroacetic acid (25 mL) and stirred at 45° C. for 3 hours. TLC (dichloromethane/methanol=10:1, Rf: 0.5) showed the reaction was complete. The mixture was concentrated and diluted with dichloromethane (30 mL), washed with aqueous sodium bicarbonate (4×50 mL) and brine (2×20 mL), dried over sodium sulfate, and concentrated to dryness. The residue was purified by flash chromatography (eluting with 10:1 dichloromethane methanol) to afford 5,... Reactants: hydrochloride salt, CC1=CC=C(C=C1)S(=O)(=O)OCC1OC2=C(C1)C=C(C=C2C2=C(C=CC(=C2)Cl)Cl)Cl ((±)-[5-chloro-7-(2,5-dichlorophenyl)-2,3-dihydro-1-benzofuran-2-yl]methyl 4-methylbenzenesulfonate), CN (methylamine). The product is ClC=1C=C(C2=C(CC(O2)CNC)C1)C1=C(C=CC(=C1)Cl)Cl ((±)-{[5-chloro-7-(2,5-dichlorophenyl)-2,3-dihydro-1-benzofuran-2-yl]methyl}methylamine). RXN SMILES: CC1C=CC(S(O[CH2:12][CH:13]2[CH2:17][C:16]3[CH:18]=[C:19]([Cl:30])[CH:20]=[C:21]([C:22]4[CH:27]=[C:26]([Cl:28])[CH:25]=[CH:24][C:23]=4[Cl:29])[C:15]=3[O:14]2)(=O)=O)=CC=1.[CH3:31][NH2:32]>>[Cl:30][C:19]1[CH:20]=[C:21]([C:22]2[CH:27]=[C:26]([Cl:28])[CH:25]=[CH:24][C:23]=2[Cl:29])[C:15]2[O:14][CH:13]([CH2:12][NH:32][CH3:31])[CH2:17][C:16]=2[CH:18]=1. Procedure: The title compound was prepared (0.027 g, 23%) following the general procedure of Example 390 as a white solid, hydrochloride salt from (±)-[5-chloro-7-(2,5-dichlorophenyl)-2,3-dihydro-1-benzofuran-2-yl]methyl 4-methylbenzenesulfonate (0.152 g, 0.31 mmol) and methylamine (0.086 g, 3.1 mmol). mp 185-187° C. The reactants are CC(C)(C)OC(=O)NCCc1ccc(OCCC23CC4CC(CC(C4)C2)C3)cc1, CO, Cl. Yields the product NCCc1ccc(OCCC23CC4CC(CC(C4)C2)C3)cc1. Reaction SMILES: [C:1]12([CH2:11][CH2:12][O:13][c:14]3[cH:15][cH:16][c:17]([CH2:20][CH2:21][NH:22][C:23](=[O:24])[O:25][C:26]([CH3:27])([CH3:28])[CH3:29])[cH:18][cH:19]3)[CH2:2][CH:3]3[CH2:4][CH:5]([CH2:6][CH:7]([CH2:8]1)[CH2:9]3)[CH2:10]2.[CH3:31][OH:32].[ClH:30]>>[C:1]12([CH2:11][CH2:12][O:13][c:14]3[cH:15][cH:16][c:17]([CH2:20][CH2:21][NH2:22])[cH:18][cH:19]3)[CH2:2][CH:3]3[CH2:4][CH:5]([CH2:6][CH:7]([CH2:8]1)[CH2:9]3)[CH2:10]2.